Dataset: the Open Reaction Database (ORD), a public repository of structured organic reaction records. Task: describe an organic reaction: reactants, conditions, products, and yield The reactants are NC(C(=O)N[C@@H](C(=O)NC1C(N(C2=C(C=CC=C2C1)N1C(CCC1)=O)CC1=CSC=C1)=O)CC(C)C)(C)C ((2R)-2-(2-Amino-2-methylpropanamido)-4-methyl-N-[2-oxo-8-(2-oxopyrrolidin-1-yl)-1-(thiophen-3-ylmethyl)-1,2,3,4-tetrahydroquinolin-3-yl]pentanamide), Cl (hydrochloric acid). Solvent: C(C)(=O)OC(C)C (isopropyl acetate), C(C)(=O)OCC (ethyl acetate). Conditions: temperature 55 celsius, time 1 hour. Product: Cl.NC(C(=O)N[C@@H](C(=O)NC1C(N(C2=C(C=CC=C2C1)N1C(CCC1)=O)CC1=CSC=C1)=O)CC(C)C)(C)C ((2R)-2-(2-amino-2-methylpropanamido)-4-methyl-N-[2-oxo-8-(2-oxopyrrolidin-1-yl)-1-(thiophen-3-ylmethyl)-1,2,3,4-tetrahydroquinolin-3-yl]pentanamide hydrochloride). As a reaction SMILES: [NH2:1][C:2]([CH3:38])([CH3:37])[C:3]([NH:5][C@H:6]([CH2:33][CH:34]([CH3:36])[CH3:35])[C:7]([NH:9][CH:10]1[CH2:19][C:18]2[C:13](=[C:14]([N:20]3[CH2:24][CH2:23][CH2:22][C:21]3=[O:25])[CH:15]=[CH:16][CH:17]=2)[N:12]([CH2:26][C:27]2[CH:31]=[CH:30][S:29][CH:28]=2)[C:11]1=[O:32])=[O:8])=[O:4].[ClH:39]>C(OC(C)C)(=O)C.C(OCC)(=O)C>[ClH:39].[NH2:1][C:2]([CH3:37])([CH3:38])[C:3]([NH:5][C@H:6]([CH2:33][CH:34]([CH3:35])[CH3:36])[C:7]([NH:9][CH:10]1[CH2:19][C:18]2[C:13](=[C:14]([N:20]3[CH2:24][CH2:23][CH2:22][C:21]3=[O:25])[CH:15]=[CH:16][CH:17]=2)[N:12]([CH2:26][C:27]2[CH:31]=[CH:30][S:29][CH:28]=2)[C:11]1=[O:32])=[O:8])=[O:4] |f:4.5|. Procedure: (2R)-2-(2-Amino-2-methylpropanamido)-4-methyl-N-[2-oxo-8-(2-oxopyrrolidin-1-yl)-1-(thiophen-3-ylmethyl)-1,2,3,4-tetrahydroquinolin-3-yl]pentanamide (1.5 g) was dissolved in isopropyl acetate (68.5 mL), and 4N hydrochloric acid in ethyl acetate (0.95 mL) was added thereto. The mixture was stirred at 55° C. for one hour, and then left to stand to cool to room temperature. The formed precipitates were recovered through filtration, washed with isopropyl acetate, and dried under reduced pressure, whe...